This data is from the Open Reaction Database (ORD), a public repository of structured organic reaction records. The task is: describe an organic reaction: reactants, conditions, products, and yield RXN SMILES: [CH3:12][N:13]([CH3:14])[CH:15]=[O:16].[CH3:1][C:2]1([CH3:9])[C:3](=[O:8])[NH:4][C:5](=[O:7])[NH:6]1.[CH3:24][C:25](=[O:26])[CH3:27].[CH:17]12[CH:18]([CH2:19][CH2:20][CH2:21][CH2:22]1)[O:23]2.[Cl-:11].[Li+:10]>>[CH3:1][C:2]1([CH3:9])[C:3](=[O:8])[N:4]([CH:17]2[CH:18]([OH:23])[CH2:19][CH2:20][CH2:21][CH2:22]2)[C:5](=[O:7])[NH:6]1. The reactants are CN(C)C=O, CC1(C)NC(=O)NC1=O, CC(C)=O, C1CCC2OC2C1, [Cl-], [Li+]. The product is CC1(C)NC(=O)N(C2CCCCC2O)C1=O. Reactants: Br, CCOc1ncccc1C(=O)O, COCCn1c(C)c(C)sc1=N. RXN SMILES: [BrH:1].[CH2:14]([CH3:15])[O:16][c:17]1[c:18]([C:19](=[O:20])[OH:21])[cH:22][cH:23][cH:24][n:25]1.[CH3:2][O:3][CH2:4][CH2:5][n:6]1[c:7](=[NH:13])[s:8][c:9]([CH3:12])[c:10]1[CH3:11]>>[CH3:2][O:3][CH2:4][CH2:5][n:6]1[c:7](=[N:13][C:19]([c:18]2[c:17]([O:16][CH2:14][CH3:15])[n:25][cH:24][cH:23][cH:22]2)=[O:20])[s:8][c:9]([CH3:12])[c:10]1[CH3:11]. Product: CCOc1ncccc1C(=O)N=c1sc(C)c(C)n1CCOC.